This data is from the Open Reaction Database (ORD), a public repository of structured organic reaction records. The task is: describe an organic reaction: reactants, conditions, products, and yield The reactants are CCCCc1nnc(OCC2CN(C(=O)OC(C)(C)C)CC2CO)cc1-c1ccc(OCc2ccccc2)cc1, C1CCOC1, CI, [H-], [Na+], O. The product is CCCCc1nnc(OCC2CN(C(=O)OC(C)(C)C)CC2COC)cc1-c1ccc(OCc2ccccc2)cc1. RXN SMILES: [C:1]([CH3:2])([CH3:3])([CH3:4])[O:5][C:6](=[O:7])[N:8]1[CH2:9][CH:10]([CH2:15][O:16][c:17]2[n:18][n:19][c:20]([CH2:37][CH2:38][CH2:39][CH3:40])[c:21](-[c:23]3[cH:24][cH:25][c:26]([O:29][CH2:30][c:31]4[cH:32][cH:33][cH:34][cH:35][cH:36]4)[cH:27][cH:28]3)[cH:22]2)[CH:11]([CH2:13][OH:14])[CH2:12]1.[CH2:46]1[O:47][CH2:48][CH2:49][CH2:50]1.[CH3:43][I:44].[H-:42].[Na+:41].[OH2:45]>>[C:1]([CH3:2])([CH3:3])([CH3:4])[O:5][C:6](=[O:7])[N:8]1[CH2:9][CH:10]([CH2:15][O:16][c:17]2[n:18][n:19][c:20]([CH2:37][CH2:38][CH2:39][CH3:40])[c:21](-[c:23]3[cH:24][cH:25][c:26]([O:29][CH2:30][c:31]4[cH:32][cH:33][cH:34][cH:35][cH:36]4)[cH:27][cH:28]3)[cH:22]2)[CH:11]([CH2:13][O:14][CH3:43])[CH2:12]1. Reactants: ClCCC(COC1=CC=C(C=C1)F)O (4-chloro-1-(4-fluorophenoxy)-2-butanol), COC1=CC=C(C=C1)N1CCNCC1 (1-(4-methoxyphenyl)-piperazine), C([O-])([O-])=O.[Na+].[Na+] (sodium carbonate), [I-].[K+] (potassium iodide). Run in C(CCC)O (1-butanol), petroleum ether. Product: FC1=CC=C(OCC(CCN2CCN(CC2)C2=CC=C(C=C2)OC)O)C=C1 (1-(4-Fluorophenoxy)-4-[4-(4-methoxyphenyl)-1-piperazinyl]-2-butanol). As a reaction SMILES: Cl[CH2:2][CH2:3][CH:4]([OH:14])[CH2:5][O:6][C:7]1[CH:12]=[CH:11][C:10]([F:13])=[CH:9][CH:8]=1.[CH3:15][O:16][C:17]1[CH:22]=[CH:21][C:20]([N:23]2[CH2:28][CH2:27][NH:26][CH2:25][CH2:24]2)=[CH:19][CH:18]=1.C(=O)([O-])[O-].[Na+].[Na+].[I-].[K+]>C(O)CCC>[F:13][C:10]1[CH:11]=[CH:12][C:7]([O:6][CH2:5][CH:4]([OH:14])[CH2:3][CH2:2][N:26]2[CH2:25][CH2:24][N:23]([C:20]3[CH:19]=[CH:18][C:17]([O:16][CH3:15])=[CH:22][CH:21]=3)[CH2:28][CH2:27]2)=[CH:8][CH:9]=1 |f:2.3.4,5.6|. Procedure details: This compound was prepared according to the procedure of Example 110. A mixture of 5.8 g (0.0267 mole) of 4-chloro-1-(4-fluorophenoxy)-2-butanol, 5.1 g (0.0267 mole) of 1-(4-methoxyphenyl)-piperazine, 9.4 g (0.089 mole) of anhydrous sodium carbonate, and 0.16 g of potassium iodide in a total volume of 200 ml of 1-butanol gave a brown oil. Upon trituration with petroleum ether (30°-60° C.), the oil solidified. The collected solid was recrystallized from isopropyl ether to yield 6.4 g (64%) of whi... The reactants are C(#N)[BH3-].[Na+] (sodium cyanoborohydride), aqueous solution, C([O-])(O)=O.[Na+] (sodium bicarbonate), Cl.COC([C@H](N)CC(C)C)=O (D-Leucine methyl ester hydrochloride), C(C1=CC=CC=C1)=O (benzaldehyde), C(C)(=O)[O-].[Na+] (sodium acetate). Run in CO (methanol), CO (methanol). Run at time 15 minute. Yields the product COC([C@H](NCC1=CC=CC=C1)CC(C)C)=O (N-benzyl D-leucine methyl ester). The yield is 87.9%. RXN SMILES: Cl.[CH3:2][O:3][C:4](=[O:11])[C@@H:5]([CH2:7][CH:8]([CH3:10])[CH3:9])[NH2:6].C([O-])(=O)C.[Na+].[CH:17](=O)[C:18]1[CH:23]=[CH:22][CH:21]=[CH:20][CH:19]=1.C([BH3-])#N.[Na+].C(=O)(O)[O-].[Na+]>CO>[CH3:2][O:3][C:4](=[O:11])[C@@H:5]([CH2:7][CH:8]([CH3:10])[CH3:9])[NH:6][CH2:17][C:18]1[CH:23]=[CH:22][CH:21]=[CH:20][CH:19]=1 |f:0.1,2.3,5.6,7.8|. Procedure: D-Leucine methyl ester hydrochloride (35 g, 193 mmol) is dissolved in methanol. To this is added sodium acetate (39.4 g, 480 mmol), followed by benzaldehyde (19.8 mL, 195 mmol). This mixture is stirred for 15 minutes and a solution of sodium cyanoborohydride (7.1 g, 113 mmol) in methanol (50 mL) is added over 15 minutes. After 3 hours the reaction is complete. A 10% aqueous solution of sodium bicarbonate is added with stirring and after 10 minutes the volatiles are removed. The product is extrac... Reactants: NC=1SC=C(N1)C=1C=NC=CC1 (3-(2-amino-thiazol-4-yl)pyridine), BrC (bromomethane). Solvent: C(C)#N (acetonitrile). Reaction conditions: temperature 90 celsius, time 20 hour. The product is [Br-].C[N+]1=CC(=CC=C1)C=1N=C(SC1)N (1-Methyl-3-(2-amino-thiazol-4-yl)pyridinium bromide). Reaction SMILES: [NH2:1][C:2]1[S:3][CH:4]=[C:5]([C:7]2[CH:8]=[N:9][CH:10]=[CH:11][CH:12]=2)[N:6]=1.[Br:13][CH3:14]>C(#N)C>[Br-:13].[CH3:14][N+:9]1[CH:10]=[CH:11][CH:12]=[C:7]([C:5]2[N:6]=[C:2]([NH2:1])[S:3][CH:4]=2)[CH:8]=1 |f:3.4|. Procedure details: A suspension of 3-(2-amino-thiazol-4-yl)pyridine (12.84 g) in acetonitrile (450 ml) containing bromomethane (6.84 g) was heated in stirring autoclave at 90° C. for 20 h. Starting materials: CNC(=O)NC1=C(C(=NS1)OCCC)C#N (1-methyl-3-(4-cyano-3-propoxy-5-isothiazolyl)urea), S(O)(O)(=O)=O (sulfuric acid), [OH-].[NH4+] (ammonium hydroxide). Solvent: O (water). The product is CNC(=O)NC1=C(C(=NS1)OCCC)C(N)=O (1-methyl-3-(4-carbamoyl-3-propoxy-5-isothiazolyl)urea). RXN SMILES: [CH3:1][NH:2][C:3]([NH:5][C:6]1[S:10][N:9]=[C:8]([O:11][CH2:12][CH2:13][CH3:14])[C:7]=1[C:15]#[N:16])=[O:4].S(=O)(=O)(O)[OH:18].[OH-].[NH4+]>O>[CH3:1][NH:2][C:3]([NH:5][C:6]1[S:10][N:9]=[C:8]([O:11][CH2:12][CH2:13][CH3:14])[C:7]=1[C:15](=[O:18])[NH2:16])=[O:4] |f:2.3|. Reported procedure: A mixture of 8.5 g of 1-methyl-3-(4-cyano-3-propoxy-5-isothiazolyl)urea with 20 ml of concentrated sulfuric acid was heated to 50° during 1 hour. Analysis by thin-layer chromatography at this time indicated the reaction to be complete. The reaction mixture was poured with stirring into 200 ml of water. The resulting solution was neutralized with ammonium hydroxide solution and the precipitate was collected by filtration. The dried solid was recrystallized from ethanol to give 6.3 g of 1-methyl-3... Starting materials: CS(=O)(=O)c1ccc(Cn2c(C=O)c(-c3ccccc3)c3cc(Br)ccc3c2=O)cc1, CC[Mg+], C1CCOC1, [Cl-], O. The product is CCC(O)c1c(-c2ccccc2)c2cc(Br)ccc2c(=O)n1Cc1ccc(S(C)(=O)=O)cc1. Reaction SMILES: [Br:1][c:2]1[cH:3][c:4]2[c:5](-[c:26]3[cH:27][cH:28][cH:29][cH:30][cH:31]3)[c:6]([CH:24]=[O:25])[n:7]([CH2:13][c:14]3[cH:15][cH:16][c:17]([S:20](=[O:21])(=[O:22])[CH3:23])[cH:18][cH:19]3)[c:8](=[O:12])[c:9]2[cH:10][cH:11]1.[CH2:33]([CH3:34])[Mg+:35].[CH2:37]1[O:38][CH2:39][CH2:40][CH2:41]1.[Cl-:32].[OH2:36]>>[Br:1][c:2]1[cH:3][c:4]2[c:5](-[c:26]3[cH:27][cH:28][cH:29][cH:30][cH:31]3)[c:6]([CH:24]([OH:25])[CH2:33][CH3:34])[n:7]([CH2:13][c:14]3[cH:15][cH:16][c:17]([S:20](=[O:21])(=[O:22])[CH3:23])[cH:18][cH:19]3)[c:8](=[O:12])[c:9]2[cH:10][cH:11]1.